From a dataset of the Open Reaction Database (ORD), a public repository of structured organic reaction records. describe an organic reaction: reactants, conditions, products, and yield Starting materials: solution, C[Al](C)C (trimethyl aluminum), C(C)(=O)OC(C)=O (acetic anhydride), C[C@@]12C(CC[C@H]1[C@@H]1CCC3=CC(C=C[C@]3(C)[C@H]1CC2)=O)=O (androsta-1,4-diene-3,17-dione), O (water). The reagents and catalysts are [Cu]Br (copper(I) bromide). Run in C1(=CC=CC=C1)C (toluene), O1CCOCC1 (dioxane), O1CCOCC1 (dioxane). Reaction conditions: temperature 25 celsius, time 1.5 hour. Yields the product C(C)(=O)OC=1C=C2CC[C@H]3[C@@H]4CCC([C@@]4(C)CC[C@@H]3[C@]2([C@H](C1)C)C)=O (3-acetoxy-1α-methyl-androsta-2,4-dien-17-one). Yield: 66.6%. RXN SMILES: [CH3:1][C@:2]12[CH2:19][CH2:18][C@H:17]3[C@@H:7]([CH2:8][CH2:9][C:10]4[C@:15]3([CH3:16])[CH:14]=[CH:13]C(=O)[CH:11]=4)[C@@H:6]1[CH2:5][CH2:4][C:3]2=[O:21].C[Al](C)C.[C:26]([O:29][C:30](=[O:32])[CH3:31])(=O)[CH3:27].O>O1CCOCC1.C1(C)C=CC=CC=1.[Cu]Br>[C:30]([O:29][C:26]1[CH:11]=[C:10]2[C@:15]([CH3:16])([C@@H:14]([CH3:13])[CH:27]=1)[C@@H:17]1[C@H:7]([C@H:6]3[C@@:2]([CH2:19][CH2:18]1)([CH3:1])[C:3](=[O:21])[CH2:4][CH2:5]3)[CH2:8][CH2:9]2)(=[O:32])[CH3:31]. Procedure: 14.2 g (50 mmol) of androsta-1,4-diene-3,17-dione is dissolved in 100 ml of anhydrous dioxane under nitrogen atmosphere. 716 mg (5 mmol) of copper(I) bromide is added and the solution is heated to 25° C. Then 47 ml (55 mmol) of a 10% solution of trimethyl aluminum in toluene is added to the reaction so that the temperature does not rise above 35° C. Then it is stirred for 1.5 hours more at 35° C. 16.84 g (0.165 mol) of acetic anhydride is added at 35° C. and the reaction solution is stirred for ... The reactants are CC(C)=O, CO, CCc1ccc(Cc2cc(C3C(O)C(O)C(O)C(CO)C3O)ccc2Cl)cc1, Cl. Yields the product CCc1ccc(Cc2cc(C3C(O)C(O)C(O)C4COC(C)(C)OC43)ccc2Cl)cc1. As a reaction SMILES: [CH3:30][C:31]([CH3:32])=[O:33].[CH3:34][OH:35].[Cl:2][c:3]1[c:4]([CH2:21][c:22]2[cH:23][cH:24][c:25]([CH2:28][CH3:29])[cH:26][cH:27]2)[cH:5][c:6]([CH:9]2[CH:10]([OH:20])[CH:11]([OH:19])[CH:12]([OH:18])[CH:13]([CH2:16][OH:17])[CH:14]2[OH:15])[cH:7][cH:8]1.[ClH:1]>>[Cl:2][c:3]1[c:4]([CH2:21][c:22]2[cH:23][cH:24][c:25]([CH2:28][CH3:29])[cH:26][cH:27]2)[cH:5][c:6]([CH:9]2[CH:10]([OH:20])[CH:11]([OH:19])[CH:12]([OH:18])[CH:13]3[CH:14]2[O:15][C:31]([CH3:30])([CH3:32])[O:17][CH2:16]3)[cH:7][cH:8]1. The reactants are C(C)C(=O)C(=CN(C)C)C=1C=NC=CC1 (1-(3-Pyridinyl)-2-(dimethylamino)ethenyl ethyl ketone), C(C)C(=O)CC=1C=NC=CC1 ((3-pyridinyl)methyl ethyl ketone). The product is C(C)C(=O)C(=CN(C)C)C1=CC=NC=C1 (1-(4-Pyridinyl)-2-(dimethylamino)ethenyl ethyl ketone). RXN SMILES: [CH2:1]([C:3]([C:5](C1C=NC=CC=1)=[CH:6][N:7]([CH3:9])[CH3:8])=[O:4])[CH3:2].C(C(C[C:21]1[CH:22]=[N:23][CH:24]=[CH:25][CH:26]=1)=O)C>>[CH2:1]([C:3]([C:5]([C:26]1[CH:21]=[CH:22][N:23]=[CH:24][CH:25]=1)=[CH:6][N:7]([CH3:9])[CH3:8])=[O:4])[CH3:2]. Procedure details: A-11. 1-(3-Pyridinyl)-2-(dimethylamino)ethenyl ethyl ketone using (3-pyridinyl)methyl ethyl ketone.